The task is: describe an organic reaction: reactants, conditions, products, and yield. This data is from the Open Reaction Database (ORD), a public repository of structured organic reaction records. Starting materials: [Al+3], COc1ccc2c(c1)C(=O)C(=O)N2Cc1ccccc1, [Cl-], [Cl-], [Cl-], ClCCl, O. Product: O=C1C(=O)N(Cc2ccccc2)c2ccc(O)cc21. As a reaction SMILES: [Al+3:22].[CH2:1]([c:2]1[cH:3][cH:4][cH:5][cH:6][cH:7]1)[N:8]1[C:9](=[O:10])[C:11](=[O:12])[c:13]2[cH:14][c:15]([O:19][CH3:20])[cH:16][cH:17][c:18]21.[Cl-:21].[Cl-:23].[Cl-:24].[Cl:26][CH2:27][Cl:28].[OH2:25]>>[CH2:1]([c:2]1[cH:3][cH:4][cH:5][cH:6][cH:7]1)[N:8]1[C:9](=[O:10])[C:11](=[O:12])[c:13]2[cH:14][c:15]([OH:19])[cH:16][cH:17][c:18]21. Starting materials: BrC1=CC(=C(C(=C1)Cl)O)Cl (4-bromo-2,6-dichlorophenol), FC=1C=CC(=C(C1)C(F)(F)F)[N+](=O)[O-] (5-fluoro-2-nitro-trifluoromethylbenzene), C([O-])([O-])=O.[K+].[K+] (potassium carbonate). Run in CN(C=O)C (dimethylformamide). Yields the product ClC=1C=C(C=C(C1OC1=CC(=C(C=C1)[N+](=O)[O-])C(F)(F)F)Cl)Br (3,5-dichloro-4-(4-nitro-3-trifluoromethylphenoxy)bromo-benzene). The yield is 65.5%. Reaction SMILES: [Br:1][C:2]1[CH:7]=[C:6]([Cl:8])[C:5]([OH:9])=[C:4]([Cl:10])[CH:3]=1.F[C:12]1[CH:13]=[CH:14][C:15]([N+:22]([O-:24])=[O:23])=[C:16]([C:18]([F:21])([F:20])[F:19])[CH:17]=1.C(=O)([O-])[O-].[K+].[K+]>CN(C)C=O>[Cl:10][C:4]1[CH:3]=[C:2]([Br:1])[CH:7]=[C:6]([Cl:8])[C:5]=1[O:9][C:12]1[CH:13]=[CH:14][C:15]([N+:22]([O-:24])=[O:23])=[C:16]([C:18]([F:19])([F:21])[F:20])[CH:17]=1 |f:2.3.4|. Procedure: A mixture of 4-bromo-2,6-dichlorophenol (2.4 g), 5-fluoro-2-nitro-trifluoromethylbenzene (2.0 g), potassium carbonate (2.7 g) in dimethylformamide (30 mL) was heated at reflux for 2 hours. The reaction was cooled to room temperature and concentrated. The residue was partioned between ethyl acetate and hydrochloric acid (2 N), the organic phase concentrated and the residue purified on column (silica gel, ethyl acetate/petrolium ether, 5:95), to give 2.7 g of 3,5-dichloro-4-(4-nitro-3-trifluoromet... Reactants: NC(=O)C1CCCc2ccc(-c3ccccc3)nc21, c1ccncc1. The product is N#CC1CCCc2ccc(-c3ccccc3)nc21. Reaction SMILES: [c:1]1(-[c:7]2[n:8][c:9]3[c:14]([cH:15][cH:16]2)[CH2:13][CH2:12][CH2:11][CH:10]3[C:17](=[O:18])[NH2:19])[cH:2][cH:3][cH:4][cH:5][cH:6]1.[cH:20]1[cH:21][cH:22][n:23][cH:24][cH:25]1>>[c:1]1(-[c:7]2[n:8][c:9]3[c:14]([cH:15][cH:16]2)[CH2:13][CH2:12][CH2:11][CH:10]3[C:17]#[N:19])[cH:2][cH:3][cH:4][cH:5][cH:6]1. Starting materials: CC(=O)Cl, CN(C)c1ccncc1, Cl, CN(C)C=O, NC(=O)c1cc(-c2ccccc2)cc2c(C3CCNCC3)n[nH]c12. Yields the product CC(=O)N1CCC(c2n[nH]c3c(C(N)=O)cc(-c4ccccc4)cc23)CC1. As a reaction SMILES: [CH3:26][C:27]([Cl:28])=[O:29].[CH3:30][N:31]([c:32]1[cH:33][cH:34][n:35][cH:36][cH:37]1)[CH3:38].[ClH:1].[O:39]=[CH:40][N:41]([CH3:42])[CH3:43].[c:2]1(-[c:8]2[cH:9][c:10]3[c:11]([CH:20]4[CH2:21][CH2:22][NH:23][CH2:24][CH2:25]4)[n:12][nH:13][c:14]3[c:15]([C:17](=[O:18])[NH2:19])[cH:16]2)[cH:3][cH:4][cH:5][cH:6][cH:7]1>>[c:2]1(-[c:8]2[cH:9][c:10]3[c:11]([CH:20]4[CH2:21][CH2:22][N:23]([C:27]([CH3:26])=[O:29])[CH2:24][CH2:25]4)[n:12][nH:13][c:14]3[c:15]([C:17](=[O:18])[NH2:19])[cH:16]2)[cH:3][cH:4][cH:5][cH:6][cH:7]1. The reactants are COC(=O)Cl, CCN(C(C)C)C(C)C, ClCCl, Cl, Cl, COC(=O)C1CCNC(c2ccc(OC(F)(F)F)cc2F)C1. The product is COC(=O)C1CCN(C(=O)OC)C(c2ccc(OC(F)(F)F)cc2F)C1. As a reaction SMILES: [C:33]([O:34][CH3:35])(=[O:36])[Cl:37].[CH:24]([N:25]([CH2:26][CH3:27])[CH:28]([CH3:29])[CH3:30])([CH3:31])[CH3:32].[Cl:39][CH2:40][Cl:41].[ClH:1].[ClH:38].[F:2][c:3]1[c:4]([CH:14]2[NH:15][CH2:16][CH2:17][CH:18]([C:20](=[O:21])[O:22][CH3:23])[CH2:19]2)[cH:5][cH:6][c:7]([O:9][C:10]([F:11])([F:12])[F:13])[cH:8]1>>[F:2][c:3]1[c:4]([CH:14]2[N:15]([C:33]([O:34][CH3:35])=[O:36])[CH2:16][CH2:17][CH:18]([C:20](=[O:21])[O:22][CH3:23])[CH2:19]2)[cH:5][cH:6][c:7]([O:9][C:10]([F:11])([F:12])[F:13])[cH:8]1. The reactants are CCCCCCCCC1C=CC(C(=O)c2ccc(C(=O)OC)o2)=C2N=C3CCCCC3=C21, O=C(O)C(=O)O. Product: CCCCCCCCC1C=CC(C(=O)c2ccc(C(=O)O)o2)=C2N=C3CCCCC3=C21. Reaction SMILES: [CH3:1][O:2][C:3](=[O:4])[c:5]1[o:6][c:7]([C:10](=[O:11])[C:12]2=[C:20]3[C:16](=[C:17]4[C:18](=[N:19]3)[CH2:21][CH2:22][CH2:23][CH2:24]4)[CH:15]([CH2:25][CH2:26][CH2:27][CH2:28][CH2:29][CH2:30][CH2:31][CH3:32])[CH:14]=[CH:13]2)[cH:8][cH:9]1.[OH:33][C:34]([C:35](=[O:36])[OH:37])=[O:38]>>[O:2]=[C:3]([OH:4])[c:5]1[o:6][c:7]([C:10](=[O:11])[C:12]2=[C:20]3[C:16](=[C:17]4[C:18](=[N:19]3)[CH2:21][CH2:22][CH2:23][CH2:24]4)[CH:15]([CH2:25][CH2:26][CH2:27][CH2:28][CH2:29][CH2:30][CH2:31][CH3:32])[CH:14]=[CH:13]2)[cH:8][cH:9]1. The reactants are ClC1=NC(=C(C=C1C(=O)O)F)Cl (2,6-dichloro-5-fluoro-3-pyridinecarboxylic acid), C(C)(=O)[O-].[Na+] (sodium acetate), [H][H] (hydrogen). The reagents and catalysts are [Pd] (palladium-on-carbon). The solvent is CO (methanol). Product: FC=1C=NC=C(C(=O)O)C1 (5-Fluoro-nicotinic acid). Yield: 64.1%. RXN SMILES: Cl[C:2]1[C:7]([C:8]([OH:10])=[O:9])=[CH:6][C:5]([F:11])=[C:4](Cl)[N:3]=1.C([O-])(=O)C.[Na+].[H][H]>CO.[Pd]>[F:11][C:5]1[CH:4]=[N:3][CH:2]=[C:7]([CH:6]=1)[C:8]([OH:10])=[O:9] |f:1.2|. Reported procedure: A mixture of 2,6-dichloro-5-fluoro-3-pyridinecarboxylic acid (3.00 g, 0.0143 mol), anhydrous sodium acetate (3.516 g, 0.0429 mol), and 10% palladium-on-carbon (0.300 g) in methanol (50 mL) was hydrogenated at 1 atmosphere hydrogen pressure (balloon) for 18 hours. The reaction was vacuum filtered through a 0.45μ PTFE membrane and the catalyst thoroughly washed with methanol (25 mL). The filtrate was concentrated by rotary evaporation in vacuo. The residue was taken up in ethyl acetate (100 mL) an... Reactants: O=C1OC(Br)c2ccccc21, O=C([O-])[O-], ClCCl, CN1C(C(=O)Nc2ccccn2)=C(O)c2ccccc2S1(=O)=O, CC(C)=O, Cc1ccccc1, [K+], [K+], O. The product is CN1C(C(=O)Nc2ccccn2)=C(OC2OC(=O)c3ccccc32)c2ccccc2S1(=O)=O. RXN SMILES: [Br:30][CH:31]1[O:32][C:33](=[O:34])[c:35]2[cH:36][cH:37][cH:38][cH:39][c:40]21.[C:24](=[O:25])([O-:26])[O-:27].[CH2:52]([Cl:53])[Cl:54].[CH3:1][N:2]1[C:3]([C:4](=[O:5])[NH:6][c:7]2[cH:8][cH:9][cH:10][cH:11][n:12]2)=[C:13]([OH:14])[c:15]2[cH:16][cH:17][cH:18][cH:19][c:20]2[S:21]1(=[O:22])=[O:23].[CH3:41][C:42](=[O:43])[CH3:44].[CH3:45][c:46]1[cH:47][cH:48][cH:49][cH:50][cH:51]1.[K+:28].[K+:29].[OH2:55]>>[CH3:1][N:2]1[C:3]([C:4](=[O:5])[NH:6][c:7]2[cH:8][cH:9][cH:10][cH:11][n:12]2)=[C:13]([O:14][CH:31]2[O:32][C:33](=[O:34])[c:35]3[cH:36][cH:37][cH:38][cH:39][c:40]32)[c:15]2[cH:16][cH:17][cH:18][cH:19][c:20]2[S:21]1(=[O:22])=[O:23]. The reactants are COC(CCNC(=O)C1CN(CCC1)C(COC1CCN(CC1)C(=O)OCC1=CC=CC=C1)=O)=O (N-[l-{2-(1-benzyloxycarbonyl4-piperidyloxy)acetyl}-3-piperidylcarbonyl]-β-alanine methyl ester), [OH-].[Na+] (NaOH), OS(=O)(=O)[O-].[K+] (KHSO4). Run in CO (methanol), O (H2O), O1CCCC1 (tetrahydrofuran). Reaction conditions: temperature 0 celsius. Yields the product C(C1=CC=CC=C1)OC(=O)N1CCC(CC1)OCC(=O)N1CC(CCC1)C(=O)NCCC(=O)O (N-[1-{2-(1-benzyloxycarbonyl-4-piperidyloxy)acetyl}-3-piperidylcarbonyl]-β-alanine). The yield is 94.4%. Reaction SMILES: C[O:2][C:3](=[O:35])[CH2:4][CH2:5][NH:6][C:7]([CH:9]1[CH2:14][CH2:13][CH2:12][N:11]([C:15](=[O:34])[CH2:16][O:17][CH:18]2[CH2:23][CH2:22][N:21]([C:24]([O:26][CH2:27][C:28]3[CH:33]=[CH:32][CH:31]=[CH:30][CH:29]=3)=[O:25])[CH2:20][CH2:19]2)[CH2:10]1)=[O:8].[OH-].[Na+].OS([O-])(=O)=O.[K+]>CO.O.O1CCCC1>[CH2:27]([O:26][C:24]([N:21]1[CH2:22][CH2:23][CH:18]([O:17][CH2:16][C:15]([N:11]2[CH2:12][CH2:13][CH2:14][CH:9]([C:7]([NH:6][CH2:5][CH2:4][C:3]([OH:35])=[O:2])=[O:8])[CH2:10]2)=[O:34])[CH2:19][CH2:20]1)=[O:25])[C:28]1[CH:29]=[CH:30][CH:31]=[CH:32][CH:33]=1 |f:1.2,3.4|. Reported procedure: To a solution of N-[l-{2-(1-benzyloxycarbonyl4-piperidyloxy)acetyl}-3-piperidylcarbonyl]-β-alanine methyl ester (1.33 g) in methanol (10 ml), H2O (10 ml) and tetrahydrofuran (10 ml) was added 1N NaOH (8.55 ml) under stirring at 0° C. After stirring at ambient temperature for 3 hours, the mixture was acidified with 10% KHSO4 aqueous solution, and extracted with ethyl acetate. The extract was washed with water and brine, and dried over MgSO4, and evaporated in vacuo to give N-[1-{2-(1-benzyloxycar... The reactants are C(C)(=O)OC(C)=O (Acetic anhydride), C(CCCC)OC1=CC=2CC3=CC(=CC=C3C2C=C1)CCC1=CC=C(C=C1)O (4-(2-(2-pentyloxyfluorene-7-yl)ethyl)phenol), N1=CC=CC=C1 (pyridine). Run in O (water). Run at temperature 0 celsius, time 2 hour. Product: C(C)(=O)OC1=CC=C(C=C1)CCC1=CC=C2C=3C=CC(=CC3CC2=C1)OCCCCC (4-(2-(2-pentyloxyfluorene-7-yl)ethyl)phenyl acetate). As a reaction SMILES: [C:1]([O:4][C:5](=[O:7])[CH3:6])(=O)[CH3:2].[CH2:8]([O:13][C:14]1[CH:26]=[CH:25][C:24]2[C:23]3[C:18](=[CH:19][C:20]([CH2:27][CH2:28][C:29]4[CH:34]=CC(O)=[CH:31][CH:30]=4)=[CH:21][CH:22]=3)[CH2:17][C:16]=2[CH:15]=1)[CH2:9][CH2:10][CH2:11][CH3:12].N1C=CC=CC=1>O>[C:5]([O:4][C:1]1[CH:31]=[CH:30][C:29]([CH2:28][CH2:27][C:20]2[CH:19]=[C:18]3[C:23]([C:24]4[CH:25]=[CH:26][C:14]([O:13][CH2:8][CH2:9][CH2:10][CH2:11][CH3:12])=[CH:15][C:16]=4[CH2:17]3)=[CH:22][CH:21]=2)=[CH:34][CH:2]=1)(=[O:7])[CH3:6]. Procedure: Acetic anhydride (5 mL) was slowly added to a mixture of 4-(2-(2-pentyloxyfluorene-7-yl)ethyl)phenol (5 g) produced according to the first to ninth steps in Example 1 and pyridine (100 mL) while maintaining 0° C., and the solution was stirred at the same temperature for 2 hours. The reaction mixture was poured into ice and water (200 mL), and the product was extracted with toluene (50 mL). The toluene layer was dried on anhydrous magnesium sulfate, and the solvent was distilled off under reduced...